Dataset: the Open Reaction Database (ORD), a public repository of structured organic reaction records. Task: describe an organic reaction: reactants, conditions, products, and yield The reactants are Br[C@@H]1CCOC2=C([C@H]1O)C=CC=C2 (trans-4-bromo-5-hydroxy-2,3,4,5-tetrahydro-1-benzoxepin), [H-].[Na+] (sodium hydride). The solvent is CS(=O)C (DMSO), CS(=O)C (DMSO). Conditions: time 3 hour. Yields the product O1C2CCOC3=C(C21)C=CC=C3 (4,5-Epoxy-2,3,4,5-tetrahydro-1-benzoxepin). As a reaction SMILES: [H-].[Na+].Br[C@H:4]1[C@H:10]([OH:11])[C:9]2[CH:12]=[CH:13][CH:14]=[CH:15][C:8]=2[O:7][CH2:6][CH2:5]1>CS(C)=O>[O:11]1[CH:10]2[CH:4]1[CH2:5][CH2:6][O:7][C:8]1[CH:15]=[CH:14][CH:13]=[CH:12][C:9]=12 |f:0.1|. Procedure details: 8.60 g (0.298 mole) of sodium hydride (80% dispersion in mineral oil) are introduced under argon into 320 ml of DMSO, and a solution of 243 g (0.259 mole) of trans-4-bromo-5-hydroxy-2,3,4,5-tetrahydro-1-benzoxepin in 180 ml of DMSO is added dropwise at room temperature within 2.5 hours. After 3 hours, the mixture is poured onto ice/water with stirring, and is extracted 3 times with diethyl ether. The combined organic phases are washed with water and saturated sodium chloride solution, dried over... Reactants: OC1=C(C(=CC(=C1)OC)O)C(COC)=O (2',6'-dihydroxy-2,4'-dimethoxyacetophenone), anhydride, C(C1=CC=CC=C1)OC1=C(C=C(C(=O)[O-])C=C1)OC.[Na+] (sodium 4-(benzyloxy)-3-methoxybenzoate), Cl (hydrochloric acid), solution, [OH-].[K+] (potassium hydroxide). Solvent: C(Cl)(Cl)Cl (chloroform), C(C)O (ethanol). The product is C(C1=CC=CC=C1)OC1=C(C=C(C=2OC3=CC(=CC(=C3C(C2OC)=O)O)OC)C=C1)OC (4'-(benzyloxy)-5-hydroxy-3,3',7-trimethoxyflavone). Yield: 62.7%. Reaction SMILES: [OH:1][C:2]1[CH:7]=[C:6]([O:8][CH3:9])[CH:5]=[C:4]([OH:10])[C:3]=1[C:11](=[O:15])[CH2:12][O:13][CH3:14].[CH2:16]([O:23][C:24]1[CH:32]=[CH:31][C:27]([C:28]([O-])=O)=[CH:26][C:25]=1[O:33][CH3:34])[C:17]1[CH:22]=[CH:21][CH:20]=[CH:19][CH:18]=1.[Na+].[OH-].[K+].Cl>C(O)C.C(Cl)(Cl)Cl>[CH2:16]([O:23][C:24]1[CH:32]=[CH:31][C:27]([C:28]2[O:1][C:2]3[C:3]([C:11](=[O:15])[C:12]=2[O:13][CH3:14])=[C:4]([OH:10])[CH:5]=[C:6]([O:8][CH3:9])[CH:7]=3)=[CH:26][C:25]=1[O:33][CH3:34])[C:17]1[CH:18]=[CH:19][CH:20]=[CH:21][CH:22]=1 |f:1.2,3.4|. Procedure: A mixture of 0.67 g of 2',6'-dihydroxy-2,4'-dimethoxyacetophenone, 3.5 g of bis-[4-(benzyloxy)-3-methoxybenzoic] anhydride and 1 g of sodium 4-(benzyloxy)-3-methoxybenzoate was heated at 180°-185° C. under reduced pressure for 3 hours. After cooling, 12 ml of 10% solution of potassium hydroxide in ethanol were added, and the mixture was refluxed under nitrogen for 30 minutes. To the cooled mixture were added 20 ml of 1 N-hydrochloric acid and 100 ml of chloroform, followed by shaking. The organi... Starting materials: C12CN(CC2O1)C(=O)OCC1=CC=CC=C1 (benzyl 6-oxa-3-azabicyclo[3.1.0]hexane-3-carboxylate), [OH-].[NH4+] (ammonium hydroxide). Run in CO (methanol). Conditions: temperature 60 celsius, time 8 hour. Yields the product N[C@H]1CN(C[C@@H]1O)C(=O)OCC1=CC=CC=C1 (Benzyl (3S,4S)-3-Amino-4-hydroxypyrrolidine-1-carboxylate). As a reaction SMILES: [CH:1]12[O:6][CH:5]1[CH2:4][N:3]([C:7]([O:9][CH2:10][C:11]1[CH:16]=[CH:15][CH:14]=[CH:13][CH:12]=1)=[O:8])[CH2:2]2.[OH-].[NH4+:18]>CO>[NH2:18][C@@H:1]1[C@@H:5]([OH:6])[CH2:4][N:3]([C:7]([O:9][CH2:10][C:11]2[CH:16]=[CH:15][CH:14]=[CH:13][CH:12]=2)=[O:8])[CH2:2]1 |f:1.2|. Reported procedure: To a solution of 20.7 g (94.4 mmol) of benzyl 6-oxa-3-azabicyclo[3.1.0]hexane-3-carboxylate in 80 mL of methanol was added 80 mL of ammonium hydroxide. The reaction mixture was stirred at 60° C. overnight. The concentration of the reaction mixture under reduced pressure gave an oil residue (22.3 g, 94.4 mmol), which was used directly for the next N-Boc-protection reaction. MS (M+H)+ 237. Reactants: CON(C)C(=O)c1cn(Cc2cccc(Br)n2)c2ncccc2c1=O, COc1ccc([Mg+])cc1C, [Cl-]. The product is COc1ccc(C(=O)c2cn(Cc3cccc(Br)n3)c3ncccc3c2=O)cc1C. As a reaction SMILES: [CH3:1][O:2][N:3]([C:4](=[O:5])[c:6]1[cH:7][n:8]([CH2:17][c:18]2[n:19][c:20]([Br:24])[cH:21][cH:22][cH:23]2)[c:9]2[n:10][cH:11][cH:12][cH:13][c:14]2[c:15]1=[O:16])[CH3:25].[CH3:27][O:28][c:29]1[c:30]([CH3:36])[cH:31][c:32]([Mg+:35])[cH:33][cH:34]1.[Cl-:26]>>[C:4](=[O:5])([c:6]1[cH:7][n:8]([CH2:17][c:18]2[n:19][c:20]([Br:24])[cH:21][cH:22][cH:23]2)[c:9]2[n:10][cH:11][cH:12][cH:13][c:14]2[c:15]1=[O:16])[c:32]1[cH:31][c:30]([CH3:36])[c:29]([O:28][CH3:27])[cH:34][cH:33]1. Reactants: C(CCCCC)S(=O)(=O)C1=CC=C(C=C1)[N+](=O)[O-] (4-hexylsulfonyl-nitrobenzene), C(C(C)C)S(=O)(=O)C1=C(C=CC(=C1)S(=O)(=O)CC(C)C)[N+](=O)[O-] (2,4-bis-isobutylsulfonylnitrobenzene). The product is CS(=O)(=O)C1=CC=C(C=C1)[N+](=O)[O-] (4-Methylsulfonyl-nitrobenzene). Reaction SMILES: [CH2:1]([S:7]([C:10]1[CH:15]=[CH:14][C:13]([N+:16]([O-:18])=[O:17])=[CH:12][CH:11]=1)(=[O:9])=[O:8])CCCCC.C(S(C1C=C(S(CC(C)C)(=O)=O)C=CC=1[N+]([O-])=O)(=O)=O)C(C)C>>[CH3:1][S:7]([C:10]1[CH:11]=[CH:12][C:13]([N+:16]([O-:18])=[O:17])=[CH:14][CH:15]=1)(=[O:9])=[O:8]. Procedure details: The following are obtained analogously: 4-hexylsulfonyl-nitrobenzene, melting point 44°-46° C.; 2-methylsulfonyl-nibrobenzene, melting point 104°-106° C., boiling point 215°-218° C. (0.25 mm Hg); 2,4-bis-isobutylsulfonylnitrobenzene, melting point 165°-167° C. The yield is 94.0%. Product: CC1(C(C(CC1)(C)C)C(=O)O)C (2,2,5,5-tetramethylcyclopentanecarboxylic acid). Run at temperature 80 celsius. Reaction SMILES: [CH3:1][C:2]1([CH3:12])[CH2:6][CH2:5][C:4]([CH3:8])([CH3:7])[CH:3]1[C:9](N)=[O:10].[OH-:13].[Na+].Cl>CO>[CH3:1][C:2]1([CH3:12])[CH2:6][CH2:5][C:4]([CH3:8])([CH3:7])[CH:3]1[C:9]([OH:13])=[O:10] |f:1.2|. Solvent: CO (methanol). The reactants are [OH-].[Na+] (sodium hydroxide), CC1(C(C(CC1)(C)C)C(=O)N)C ((2,2,5,5-tetramethylcyclopentane-1-yl) carboxamide), Cl (hydrochloric acid). Procedure: 3.38 g of (2,2,5,5-tetramethylcyclopentane-1-yl) carboxamide was dissolved in 30 ml of methanol, and 15 ml of an aqueous 3N sodium hydroxide solution was added thereto. Then, the mixture was heated at 80° C. for 5 hours. After cooling, 40 ml of 2N hydrochloric acid was added thereto, and the mixture was extracted with 100 ml and 50 ml of ethyl acetate. The organic layers were combined, washed with 100 ml of water and 50 ml of aqueous saturated sodium chloride solution, and then dried over anhydr...